Dataset: the Open Reaction Database (ORD), a public repository of structured organic reaction records. Task: describe an organic reaction: reactants, conditions, products, and yield Solvent: C(Cl)(Cl)Cl (chloroform). Reagents/catalysts: [Fe] (iron). Procedure details: A mixture consisting of 9.0 g of 1-(3-diethylaminopropyl)-3-amino-5,7-dinitroindazole, 18 g of iron powder, 60 ml of methyl alcohol, 30 ml of water and 3 ml of hydrochloric acid was stirred for 1.5 hours at 70° C. After the reaction mixture was cooled, the mixture was filtered. The pH of the filtrate was adjusted to 11 with an aqueous potassium carbonate solution and the filtrate was extracted three times with 50 ml of ethyl acetate. The ethyl acetate layer was washed with water and dried over a... Run at temperature 70 celsius, time 1.5 hour. Yields the product C(C)N(CCCN1N=C(C2=CC(=CC(=C12)N)N)N)CC (1-(3-diethylaminopropyl)-3,5,7-triaminoindazole). As a reaction SMILES: [CH2:1]([N:3]([CH2:23][CH3:24])[CH2:4][CH2:5][CH2:6][N:7]1[C:15]2[C:10](=[CH:11][C:12]([N+:19]([O-])=O)=[CH:13][C:14]=2[N+:16]([O-])=O)[C:9]([NH2:22])=[N:8]1)[CH3:2].CO.O.Cl>[Fe].C(Cl)(Cl)Cl>[CH2:23]([N:3]([CH2:1][CH3:2])[CH2:4][CH2:5][CH2:6][N:7]1[C:15]2[C:10](=[CH:11][C:12]([NH2:19])=[CH:13][C:14]=2[NH2:16])[C:9]([NH2:22])=[N:8]1)[CH3:24]. Starting materials: C(C)N(CCCN1N=C(C2=CC(=CC(=C12)[N+](=O)[O-])[N+](=O)[O-])N)CC (1-(3-diethylaminopropyl)-3-amino-5,7-dinitroindazole), Cl (hydrochloric acid), CO (methyl alcohol), O (water). The yield is 24.1%. The reactants are [N+](=O)([O-])C=1C=C(C=CC1)S(=O)(=O)[O-].[Na+] (sodium m-nitrobenzenesulfonate), [Cl-].C(C)(C)(C)C=1C=C(C(=O)OCCC[N+](C)(C)CC2=CC=CC=C2)C=C(C1O)C(C)(C)C (N-[3-(3,5-di-tert-butyl-4-hydroxybenzoyloxy)propyl]-N,N-dimethylbenzylammonium chloride). Solvent: O (water), O (water). Product: [N+](=O)([O-])C=1C=C(C=CC1)S(=O)(=O)[O-].C(C)(C)(C)C=1C=C(C(=O)OCCC[N+](C)(C)CC2=CC=CC=C2)C=C(C1O)C(C)(C)C (N-[3-(3,5-di-tert-butyl-4-hydroxybenzoyloxy)propyl]-N,N-dimethylbenzylammonium m-Nitrobenzenesulfonate). RXN SMILES: [N+:1]([C:4]1[CH:5]=[C:6]([S:10]([O-:13])(=[O:12])=[O:11])[CH:7]=[CH:8][CH:9]=1)([O-:3])=[O:2].[Na+].[Cl-].[C:16]([C:20]1[CH:21]=[C:22]([CH:39]=[C:40]([C:43]([CH3:46])([CH3:45])[CH3:44])[C:41]=1[OH:42])[C:23]([O:25][CH2:26][CH2:27][CH2:28][N+:29]([CH2:32][C:33]1[CH:38]=[CH:37][CH:36]=[CH:35][CH:34]=1)([CH3:31])[CH3:30])=[O:24])([CH3:19])([CH3:18])[CH3:17]>O>[N+:1]([C:4]1[CH:5]=[C:6]([S:10]([O-:13])(=[O:11])=[O:12])[CH:7]=[CH:8][CH:9]=1)([O-:3])=[O:2].[C:43]([C:40]1[CH:39]=[C:22]([CH:21]=[C:20]([C:16]([CH3:19])([CH3:18])[CH3:17])[C:41]=1[OH:42])[C:23]([O:25][CH2:26][CH2:27][CH2:28][N+:29]([CH2:32][C:33]1[CH:34]=[CH:35][CH:36]=[CH:37][CH:38]=1)([CH3:31])[CH3:30])=[O:24])([CH3:45])([CH3:46])[CH3:44] |f:0.1,2.3,5.6|. Procedure details: A solution of 10.27 g (30 mmol) of sodium m-nitrobenzenesulfonate in 70 ml of water was added to a hot solution of 13.86 g (30 mmol) of N-[3-(3,5-di-tert-butyl-4-hydroxybenzoyloxy)propyl]-N,N-dimethylbenzylammonium chloride prepared as described in Example 4 in 100 ml of water. An oily precipate formed. The aqueous phase was decanted and the residue was dissolved in methylene chloride, washed with water, dried over magnesium sulfate and concentrated. Ligroine was added to the concentrate and dec... Starting materials: C(CCC(=O)O)(=O)O (succinic acid), ClC1=C(C2=C(CCNCC2)C=C1)CSC1=CC=C(C=C1)C=1N=C(SC1)NCC1CC1 (7-chloro-6-{4-[2-(cyclopropylmethyl-amino)-thiazol-4-yl]-phenylthiomethyl}-2,3,4,5-tetrahydro-1H-benzo[d]azepine). The solvent is C(C)O (ethanol). Conditions: time 1 hour. Yields the product C(CCC(=O)O)(=O)O.ClC1=C(C2=C(CCNCC2)C=C1)CSC1=CC=C(C=C1)C=1N=C(SC1)NCC1CC1 (7-Chloro-6-{4-[2-(cyclopropylmethyl-amino)-thiazol-4-yl]-phenylthiomethyl}-2,3,4,5-tetrahydro-1H-benzo[d]azepine Succinate). The yield is 99.8%. As a reaction SMILES: [C:1]([OH:8])(=[O:7])[CH2:2][CH2:3][C:4]([OH:6])=[O:5].[Cl:9][C:10]1[CH:20]=[CH:19][C:13]2[CH2:14][CH2:15][NH:16][CH2:17][CH2:18][C:12]=2[C:11]=1[CH2:21][S:22][C:23]1[CH:28]=[CH:27][C:26]([C:29]2[N:30]=[C:31]([NH:34][CH2:35][CH:36]3[CH2:38][CH2:37]3)[S:32][CH:33]=2)=[CH:25][CH:24]=1>C(O)C>[C:1]([OH:8])(=[O:7])[CH2:2][CH2:3][C:4]([OH:6])=[O:5].[Cl:9][C:10]1[CH:20]=[CH:19][C:13]2[CH2:14][CH2:15][NH:16][CH2:17][CH2:18][C:12]=2[C:11]=1[CH2:21][S:22][C:23]1[CH:24]=[CH:25][C:26]([C:29]2[N:30]=[C:31]([NH:34][CH2:35][CH:36]3[CH2:38][CH2:37]3)[S:32][CH:33]=2)=[CH:27][CH:28]=1 |f:3.4|. Procedure: Add succinic acid (0.053 g, 0.453 mmol) to a mixture of 7-chloro-6-{4-[2-(cyclopropylmethyl-amino)-thiazol-4-yl]-phenylthiomethyl}-2,3,4,5-tetrahydro-1H-benzo[d]azepine (0.207 g, 0.452 mmol) in absolute ethanol (10 mL) at room temperature and stir for 1 h. Concentrate the reaction mixture in vacuo. Combine the residue with MTBE (5 mL) and concentrate three times to afford a pale yellow foam. Dry under high vacuum at room temperature overnight to obtain the title compound (0.259 g, 99%) as a pale... Starting materials: CCOC(C)=O, Clc1ncc(C#CCCn2ccnn2)cn1, [Pd]. The product is Clc1ncc(CCCCn2ccnn2)cn1. RXN SMILES: [CH3:17][CH2:18][O:19][C:20](=[O:21])[CH3:22].[Cl:1][c:2]1[n:3][cH:4][c:5]([C:8]#[C:9][CH2:10][CH2:11][n:12]2[n:13][n:14][cH:15][cH:16]2)[cH:6][n:7]1.[Pd:23]>>[Cl:1][c:2]1[n:3][cH:4][c:5]([CH2:8][CH2:9][CH2:10][CH2:11][n:12]2[n:13][n:14][cH:15][cH:16]2)[cH:6][n:7]1. Solvent: C(C)O (ethanol). Procedure: To a solution of 5-aminomethyl-3-(quinol-4-ylmethylene)-2-oxindole (3.014 g, 10 mmol) in ethanol (10 ml) was added 1N hydrochloric acid (2 ml, 2 mmol) and the resulting mixture was evaporated to dryness under vacuum, thus giving pure title compound in about 100% yield. The yield is 100.0%. Reactants: NCC=1C=C2C(C(NC2=CC1)=O)=CC1=CC=NC2=CC=CC=C12 (5-aminomethyl-3-(quinol-4-ylmethylene)-2-oxindole), Cl (hydrochloric acid). RXN SMILES: [NH2:1][CH2:2][C:3]1[CH:4]=[C:5]2[C:9](=[CH:10][CH:11]=1)[NH:8][C:7](=[O:12])[C:6]2=[CH:13][C:14]1[C:23]2[C:18](=[CH:19][CH:20]=[CH:21][CH:22]=2)[N:17]=[CH:16][CH:15]=1.[ClH:24]>C(O)C>[ClH:24].[NH2:1][CH2:2][C:3]1[CH:4]=[C:5]2[C:9](=[CH:10][CH:11]=1)[NH:8][C:7](=[O:12])[C:6]2=[CH:13][C:14]1[C:23]2[C:18](=[CH:19][CH:20]=[CH:21][CH:22]=2)[N:17]=[CH:16][CH:15]=1 |f:3.4|. Product: Cl.NCC=1C=C2C(C(NC2=CC1)=O)=CC1=CC=NC2=CC=CC=C12 (5-aminomethyl-3-(quinol-4-ylmethylene)-2-oxindole, hydrochloride salt). Solvent: CO (methanol). The product is ClC1=C(C=CC(=C1F)OC)C(C(C(F)(F)F)(COC)O)NC1=C2C=CC(NC2=CC(=C1)F)=O (5-{[1-(2-Chloro-3-fluoro-4-methoxyphenyl)-3,3,3-trifluoro-2-hydroxy-2-(methoxymethyl)propyl]amino}-7-fluoro-1H-quinolin-2-one). Starting materials: ClC1=C(C=CC(=C1F)OC)C(C1(OC1)C(F)(F)F)NC1=C2C=CC(NC2=CC(=C1)F)=O (5-{[(2-chloro-3-fluoro-4-methoxyphenyl)(2-trifluoromethyl-oxiranyl)methyl]amino}-7-fluoro-1H-quinolin-2-on), C([O-])([O-])=O.[Cs+].[Cs+] (Caesium carbonate), O (water). Procedure: 2.14 g (4.64 mmol) 5-{[(2-chloro-3-fluoro-4-methoxyphenyl)(2-trifluoromethyl-oxiranyl)methyl]amino}-7-fluoro-1H-quinolin-2-on obtained in example 3 are stirred with 2.57 g (7.9 mmol) Caesium carbonate in 37 ml methanol. After 3 days water is added and the aqueous phase is extracted with ethyl acetate. The combined organic phases are washed with brine and dried over sodium sulphate. After removal of the solvent flash chromatography on silica gel (methanol in dichloromethan 0 to 5%) yields 0.98 g ... RXN SMILES: [Cl:1][C:2]1[C:7]([F:8])=[C:6]([O:9][CH3:10])[CH:5]=[CH:4][C:3]=1[CH:11]([NH:19][C:20]1[CH:29]=[C:28]([F:30])[CH:27]=[C:26]2[C:21]=1[CH:22]=[CH:23][C:24](=[O:31])[NH:25]2)[C:12]1([C:15]([F:18])([F:17])[F:16])[CH2:14][O:13]1.[C:32](=O)([O-])[O-:33].[Cs+].[Cs+].O>CO>[Cl:1][C:2]1[C:7]([F:8])=[C:6]([O:9][CH3:10])[CH:5]=[CH:4][C:3]=1[CH:11]([NH:19][C:20]1[CH:29]=[C:28]([F:30])[CH:27]=[C:26]2[C:21]=1[CH:22]=[CH:23][C:24](=[O:31])[NH:25]2)[C:12]([OH:13])([CH2:14][O:33][CH3:32])[C:15]([F:17])([F:16])[F:18] |f:1.2.3|. The yield is 42.9%. Reactants: Cl (hydrochloric acid), C(C)(C)(C)OC(N[C@@H](CC(N1CC=2N(CC1)C(=NC2C(=O)N2CCCC2)C(F)(F)F)=O)CC2=C(C=C(C(=C2)F)F)F)=O ((R)-[3-oxo-3-[1-(pyrrolidine-1-carbonyl)-3-trifluoromethyl-5,6-dihydro-8H-imidazo[1,5-a]pyrazin-7-yl]-1-(2,4,5-trifluoro-benzyl)-propyl]-carbamic acid tert-butyl ester). The solvent is C(C)(=O)OCC (ethyl acetate), C(C)(=O)OCC (ethyl acetate). Product: Cl.N[C@@H](CC(=O)N1CC=2N(CC1)C(=NC2C(=O)N2CCCC2)C(F)(F)F)CC2=C(C=C(C(=C2)F)F)F ((R)-3-amino-1-[1-(pyrrolidine-1-carbonyl)-3-trifluoromethyl-5,6-dihydro-8H-imidazo[1,5-a]pyrazin-7-yl]-4-(2,4,5-trifluoro-phenyl)-butan-1-one hydrochloride). Isolated yield 94.0%. As a reaction SMILES: C(OC(=O)[NH:7][C@H:8]([CH2:32][C:33]1[CH:38]=[C:37]([F:39])[C:36]([F:40])=[CH:35][C:34]=1[F:41])[CH2:9][C:10](=[O:31])[N:11]1[CH2:16][CH2:15][N:14]2[C:17]([C:27]([F:30])([F:29])[F:28])=[N:18][C:19]([C:20]([N:22]3[CH2:26][CH2:25][CH2:24][CH2:23]3)=[O:21])=[C:13]2[CH2:12]1)(C)(C)C.[ClH:43]>C(OCC)(=O)C>[ClH:43].[NH2:7][C@H:8]([CH2:32][C:33]1[CH:38]=[C:37]([F:39])[C:36]([F:40])=[CH:35][C:34]=1[F:41])[CH2:9][C:10]([N:11]1[CH2:16][CH2:15][N:14]2[C:17]([C:27]([F:30])([F:29])[F:28])=[N:18][C:19]([C:20]([N:22]3[CH2:23][CH2:24][CH2:25][CH2:26]3)=[O:21])=[C:13]2[CH2:12]1)=[O:31] |f:3.4|. Reported procedure: (R)-[3-Oxo-3-[1-(pyrrolidine-1-carbonyl)-3-trifluoromethyl-5,6-dihydro-8H-imidazo[1,5-a]pyrazin-7-yl]-1-(2,4,5-trifluoro-benzyl)-propyl]-carbamic acid tert-butyl ester 12a (0.12 g, 0.199 mmol) and 2 mL of ethyl acetate were added into the reaction flask. A solution of 2.3 N hydrochloric acid in 4 mL of ethyl acetate was then added to the flask. The reaction mixture was reacted at room temperature for 3 hours and monitored by thin layer chromatography until the disappearance of the starting mater...